This data is from the Open Reaction Database (ORD), a public repository of structured organic reaction records. The task is: describe an organic reaction: reactants, conditions, products, and yield Starting materials: COC=1C=C(C=CC1)C(=O)C1CC1 (cyclopropyl 3-methoxyphenyl ketone), N1C=NC=C1 (imidazole). The solvent is C(Cl)Cl (methylene chloride). Product: COC=1C=C(C=CC1)C=1C=2N(CCC1)C=CN2 (5,6-Dihydro-8-(3-methoxyphenyl)imidazo[1,2-a]pyridine). Reaction SMILES: [CH3:1][O:2][C:3]1[CH:4]=[C:5]([C:9]([CH:11]2[CH2:13][CH2:12]2)=O)[CH:6]=[CH:7][CH:8]=1.[NH:14]1[CH:18]=[CH:17][N:16]=[CH:15]1>C(Cl)Cl>[CH3:1][O:2][C:3]1[CH:4]=[C:5]([C:9]2[C:15]3[N:14]([CH:18]=[CH:17][N:16]=3)[CH2:12][CH2:13][CH:11]=2)[CH:6]=[CH:7][CH:8]=1. Procedure: Combine 35 g of crude cyclopropyl 3-methoxyphenyl ketone with 60 g of imidazole, and heat to 200° C. for 18 hr. Dissolve the reaction mixture in 500 ml of methylene chloride, and wash with three 300 ml portions of water to remove the excess imidazole, further wash with two 100 ml portions of 10% sodium hydroxide. Dry the methylene chloride portion over magnesium sulfate, and remove the solvent in vacuo. Crystallize the residue from ether to provide the title compound. Starting materials: Cl.CN(C1=C(CCl)C=CC=C1)C (2-dimethylaminobenzylchloride hydrochloride), CC1(C(NC(N1)=S)=S)C (5,5-dimethyl-2,4-dithiohydantoin). Run in CCO (EtOH), C(C)O (ethanol). Run at time 1.5 hour. Yields the product CN(C1=C(CSC2=NC(C(=N2)SCC2=C(C=CC=C2)N(C)C)(C)C)C=CC=C1)C (2,4-bis(2-dimethylaminobenzylthio)-5,5-dimethyl-5H-imidazole). RXN SMILES: Cl.[CH3:2][N:3]([CH3:12])[C:4]1[CH:11]=[CH:10][CH:9]=[CH:8][C:5]=1[CH2:6]Cl.[CH3:13][C:14]1([CH3:21])[NH:18][C:17](=[S:19])[NH:16][C:15]1=[S:20]>CCO>[CH3:2][N:3]([CH3:12])[C:4]1[CH:11]=[CH:10][CH:9]=[CH:8][C:5]=1[CH2:6][S:19][C:17]1[N:16]=[C:15]([S:20][CH2:6][C:5]2[CH:8]=[CH:9][CH:10]=[CH:11][C:4]=2[N:3]([CH3:12])[CH3:2])[C:14]([CH3:21])([CH3:13])[N:18]=1 |f:0.1|. Procedure: Initially, a solution of 9.1 g of 2-dimethylaminobenzylchloride hydrochloride in 50 mL of EtOH was added to a solution of 7 g of 5,5-dimethyl-2,4-dithiohydantoin in 100 mL of ethanol (EtOH). The reaction mixture was stirred for 1.5 hour at the room temperature and concentrated in vacuo. To the residue, there was added 100 mL of chloroform (CHCl3). The residue was then washed with an aqueous solution of potassium carbonate (CaCO3), dried over magnesium sulfate (MgSO4), and concentrated in vacuo. ... Starting materials: C(CC)C1(OC1)CCC (2,2-dipropyloxirane), NC=1C=C(C=CC1)C(CC#N)O (3-(3-aminophenyl)-3-hydroxypropanenitrile). Yields the product OC(CC#N)C1=CC(=CC=C1)NCC(CCC)(CCC)O (3-hydroxy-3-(3-(2-hydroxy-2-propylpentylamino)phenyl)propanenitrile). As a reaction SMILES: [CH2:1]([C:4]1([CH2:7][CH2:8][CH3:9])[CH2:6][O:5]1)[CH2:2][CH3:3].[NH2:10][C:11]1[CH:12]=[C:13]([CH:17]([OH:21])[CH2:18][C:19]#[N:20])[CH:14]=[CH:15][CH:16]=1>>[OH:21][CH:17]([C:13]1[CH:14]=[CH:15][CH:16]=[C:11]([NH:10][CH2:6][C:4]([OH:5])([CH2:7][CH2:8][CH3:9])[CH2:1][CH2:2][CH3:3])[CH:12]=1)[CH2:18][C:19]#[N:20]. Procedure: Reaction between 2,2-dipropyloxirane and aniline 12 gave 3-hydroxy-3-(3-(2-hydroxy-2-propylpentylamino)phenyl)propanenitrile as a pale yellow semi-solid. Yield (1.0 g, 40%); 1H NMR (400 MHz, CDCl3) δ 7.17 (t, J=8.0 Hz, 1H), 6.69-6.67 (m, 2H), 6.63 (d, J=8.0 Hz, 1H), 4.96-4.94 (m, 1H), 4.05 (bs, 1H), 3.08 (s, 2H), 2.76 (d, J=6.4 Hz, 2H), 2.36 (bs, 1H), 1.52 (t, J=8.4 Hz, 4H), 1.41-1.32 (m, 4H), 0.94 (t, J=7.2 Hz, 6H).